From a dataset of the Open Reaction Database (ORD), a public repository of structured organic reaction records. describe an organic reaction: reactants, conditions, products, and yield Yield: 26.5%. Starting materials: [OH-].[Na+] (sodium hydroxide), N(=O)[O-].[Na+] (sodium nitrite), NC=1N=CC=2NC3=CC=CC=C3C2C1 (3-amino-β-carboline). Run in O (water), S(O)(O)(=O)=O (sulfuric acid), S(O)(O)(=O)=O (sulfuric acid). Yields the product OC=1N=CC=2NC3=CC=CC=C3C2C1 (3-hydroxy-β-carboline). Reported procedure: 0.75 g of 3-amino-β-carboline are dissolved in 85 ml of 6-molar sulfuric acid and at 0° C. mixed with a solution of 0.435 g of sodium nitrite in 10 ml of water. The reaction mixture is stirred for an hour at 0° C. and then added drop by drop to 320 ml of boiling 2-molar sulfuric acid and then refluxed for another 20 minutes. After standing overnight, the product is neutralized with sodium hydroxide and extracted with a mixture consisting of 10 parts of ethyl acetate and one part of ethanol. The ... Reaction conditions: temperature 0 celsius, time 8 hour. As a reaction SMILES: N[C:2]1[N:3]=[CH:4][C:5]2[NH:6][C:7]3[C:12]([C:13]=2[CH:14]=1)=[CH:11][CH:10]=[CH:9][CH:8]=3.N([O-])=[O:16].[Na+].[OH-].[Na+]>S(=O)(=O)(O)O.O>[OH:16][C:2]1[N:3]=[CH:4][C:5]2[NH:6][C:7]3[C:12]([C:13]=2[CH:14]=1)=[CH:11][CH:10]=[CH:9][CH:8]=3 |f:1.2,3.4|. The reactants are BrC1=NC=C(C=C1)Br (2,5-dibromopyridine), C1COCC1O (S-3-hydroxytetrahydrofuran), ( b ). Product: O1C[C@H](CC1)OC1=NC=C(C=C1)Br ((S)-2-(Tetrahydrofuran-3-yloxy)-5-bromopyridine). As a reaction SMILES: Br[C:2]1[CH:7]=[CH:6][C:5]([Br:8])=[CH:4][N:3]=1.[CH2:9]1[CH:13]([OH:14])[CH2:12][O:11][CH2:10]1>>[O:11]1[CH2:10][CH2:9][C@H:13]([O:14][C:2]2[CH:7]=[CH:6][C:5]([Br:8])=[CH:4][N:3]=2)[CH2:12]1. Reported procedure: Prepared from 2,5-dibromopyridine and S-3-hydroxytetrahydrofuran by the method of Example 10 (b).